This data is from the Open Reaction Database (ORD), a public repository of structured organic reaction records. The task is: describe an organic reaction: reactants, conditions, products, and yield The reactants are B(F)(F)F.CCOCC (BF3.Et2O), C(CC#N)#N (malononitrile), [N+](=[N-])=CC(=O)C1=CC=CC=C1 (2-diazo-1-phenylethanone). Solvent: C(Cl)Cl (CH2Cl2), C(Cl)Cl (DCM). Reaction conditions: time 1 hour. The product is C1(=CC=CC=C1)C1=CN=C(O1)CC#N (2-(5-phenyloxazol-2-yl)acetonitrile). The yield is 31.9%. Reaction SMILES: B(F)(F)F.CCOCC.[C:10](#[N:14])[CH2:11][C:12]#[N:13].[N+](=[CH:17][C:18]([C:20]1[CH:25]=[CH:24][CH:23]=[CH:22][CH:21]=1)=[O:19])=[N-]>C(Cl)Cl>[C:20]1([C:18]2[O:19][C:12]([CH2:11][C:10]#[N:14])=[N:13][CH:17]=2)[CH:25]=[CH:24][CH:23]=[CH:22][CH:21]=1 |f:0.1|. Procedure details: BF3.Et2O (1.1 mL, 8.5 mmol) was added dropwise to a solution of malononitrile (2.26 g, 34.2 mmol) in dry CH2Cl2 (20 mL) at 0° C., followed by addition of 2-diazo-1-phenylethanone (0.5 g, 3.4 mmol) in DCM (5 mL). The reaction mixture was stirred at room temperature for 1 h and then quenched with aqueous 10% NaOH solution. The organic product was extracted with EtOAc and the combined extracts were washed with brine, dried over anhydrous sodium sulfate, and concentrated under reduced pressure. The ... Starting materials: COC(=O)C1CCC(S(=O)(=O)c2ccccc2Cl)C1, CO, Cl, [Li+], [OH-]. The product is O=C(O)C1CCC(S(=O)(=O)c2ccccc2Cl)C1. Reaction SMILES: [CH3:1][O:2][C:3](=[O:4])[CH:5]1[CH2:6][CH:7]([S:10](=[O:11])(=[O:12])[c:13]2[c:14]([Cl:19])[cH:15][cH:16][cH:17][cH:18]2)[CH2:8][CH2:9]1.[CH3:23][OH:24].[ClH:22].[Li+:21].[OH-:20]>>[O:2]=[C:3]([OH:4])[CH:5]1[CH2:6][CH:7]([S:10](=[O:11])(=[O:12])[c:13]2[c:14]([Cl:19])[cH:15][cH:16][cH:17][cH:18]2)[CH2:8][CH2:9]1. The reactants are CO, [K+], [OH-], O, COCOc1cc(O)c(C(C)C)cc1C(=O)OC. Product: COCOc1cc(O)c(C(C)C)cc1C(=O)O. Reaction SMILES: [CH3:21][OH:22].[K+:20].[OH-:19].[OH2:23].[OH:1][c:2]1[cH:3][c:4]([O:15][CH2:16][O:17][CH3:18])[c:5]([C:6](=[O:7])[O:8][CH3:9])[cH:10][c:11]1[CH:12]([CH3:13])[CH3:14]>>[OH:1][c:2]1[cH:3][c:4]([O:15][CH2:16][O:17][CH3:18])[c:5]([C:6](=[O:7])[OH:8])[cH:10][c:11]1[CH:12]([CH3:13])[CH3:14]. Run in C(C)OCC (diethyl ether), C(Cl)Cl (methylene chloride). RXN SMILES: [OH:1][CH:2]1[CH:7]2[CH2:8][O:9][N:10]=[C:6]2[CH2:5][CH:4]([O:11][CH2:12][O:13][CH3:14])[CH:3]1[OH:15].N1C=CC=CC=1.[C:22](Cl)(=[O:25])[O:23][CH3:24]>C(Cl)Cl.C(OCC)C>[OH:1][CH:2]1[CH:7]2[CH2:8][O:9][N:10]=[C:6]2[CH2:5][CH:4]([O:11][CH2:12][O:13][CH3:14])[CH:3]1[O:15][C:22]([O:23][CH3:24])=[O:25]. The yield is 49.8%. The reactants are N1=CC=CC=C1 (pyridine), C(OC)(=O)Cl (methyl chlorocarbonate), OC1C(C(CC=2C1CON2)OCOC)O (4,5-Dihydroxy-6-(methoxymethoxy)-3,3a,4,5,6,7-hexahydro-2,1-benzoisooxazole). Procedure: 4,5-Dihydroxy-6-(methoxymethoxy)-3,3a,4,5,6,7-hexahydro-2,1-benzoisooxazole (217 mg) was dissolved in 10 ml of methylene chloride, and 1 ml of pyridine and then 100 mg of methyl chlorocarbonate were added under ice cooling. The mixture was stirred at room temperature for 3 hours. The reaction mixture was diluted with diethyl ether, washed with dilute hydrochloric acid, a sodium hydrogen carbonate aqueous solution and a sodium chloride aqueous solution in sequence. The organic layer was dried ove... Reaction conditions: time 3 hour. The product is OC1C(C(CC=2C1CON2)OCOC)OC(=O)OC (4-hydroxy-5-methoxycarbonyloxy-6-(methoxymethoxy)-3,3a,4,5,6,7-hexahydro-2,1-benzoisooxazole). Reactants: CC(CC=C1CCC(CC1)=O)C (4-(3-methylbutylidene)-1-cyclohexanone), NCCC(=O)OCC1=CC=CC=C1 (benzyl 3-aminopropionate), ice water, Cl (hydrochloric acid), SC(C(=O)O)CC(=O)O (mercaptosuccinic acid). The solvent is C1(=CC=CC=C1)C (toluene), C(C)(=O)OCC (ethyl acetate). Conditions: time 1 hour. Product: C(C1=CC=CC=C1)OC(CCN1C(C(SC12CCC(CC2)=CCC(C)C)CC(=O)O)=O)=O (2-[4-[3-(benzyloxy)-3-oxopropyl]-8-(3-methylbutylidene)-3-oxo-1-thia-4-azaspiro[4.5]decan-2-yl]-acetic acid). Isolated yield 59.0%. Reaction SMILES: [CH3:1][CH:2]([CH3:12])[CH2:3][CH:4]=[C:5]1[CH2:10][CH2:9][C:8](=O)[CH2:7][CH2:6]1.[NH2:13][CH2:14][CH2:15][C:16]([O:18][CH2:19][C:20]1[CH:25]=[CH:24][CH:23]=[CH:22][CH:21]=1)=[O:17].[SH:26][CH:27]([CH2:31][C:32]([OH:34])=[O:33])[C:28](O)=[O:29].Cl>C(OCC)(=O)C.C1(C)C=CC=CC=1>[CH2:19]([O:18][C:16](=[O:17])[CH2:15][CH2:14][N:13]1[C:8]2([CH2:9][CH2:10][C:5](=[CH:4][CH2:3][CH:2]([CH3:12])[CH3:1])[CH2:6][CH2:7]2)[S:26][CH:27]([CH2:31][C:32]([OH:34])=[O:33])[C:28]1=[O:29])[C:20]1[CH:25]=[CH:24][CH:23]=[CH:22][CH:21]=1. Reported procedure: To 20 ml of toluene were added 1.90 g of 4-(3-methylbutylidene)-1-cyclohexanone and 2.05 g of benzyl 3-aminopropionate, and the mixture was stirred at ambient temperature for one hour. Then, 1.72 g of mercaptosuccinic acid was added, and the resulting mixture was heated under reflux for one hour under the condition of azeotropic dehydration by means of Dean Stark. The reaction mixture was added to a mixture of ice water and ethyl acetate, pH was adjusted to 2.0 with 2 mol/L hydrochloric acid, an... The reactants are CCN(CC)S(F)(F)F, ClCCl, COC(=O)C1(O)CN(Cc2ccc(-c3nc4ccc(C5(c6ccccc6)CC5)nc4s3)c(F)c2)C1. Yields the product COC(=O)C1(F)CN(Cc2ccc(-c3nc4ccc(C5(c6ccccc6)CC5)nc4s3)c(F)c2)C1. As a reaction SMILES: [CH2:36]([N:37]([S:38]([F:39])([F:40])[F:42])[CH2:41][CH3:43])[CH3:44].[Cl:45][CH2:46][Cl:47].[F:1][c:2]1[cH:3][c:4]([CH2:26][N:27]2[CH2:28][C:29]([C:31](=[O:32])[O:33][CH3:34])([OH:35])[CH2:30]2)[cH:5][cH:6][c:7]1-[c:8]1[s:9][c:10]2[n:11][c:12]([C:17]3([c:20]4[cH:21][cH:22][cH:23][cH:24][cH:25]4)[CH2:18][CH2:19]3)[cH:13][cH:14][c:15]2[n:16]1>>[F:1][c:2]1[cH:3][c:4]([CH2:26][N:27]2[CH2:28][C:29]([C:31](=[O:32])[O:33][CH3:34])([F:42])[CH2:30]2)[cH:5][cH:6][c:7]1-[c:8]1[s:9][c:10]2[n:11][c:12]([C:17]3([c:20]4[cH:21][cH:22][cH:23][cH:24][cH:25]4)[CH2:18][CH2:19]3)[cH:13][cH:14][c:15]2[n:16]1. Starting materials: CCOC(=O)C(F)(F)Br, C[Si](C)(C)Cl, C1CCOC1, [Zn], c1ccc(C2CC2NCn2nnc3ccccc32)cc1. Yields the product CCOC(=O)C(F)(F)CNC1CC1c1ccccc1. As a reaction SMILES: [Br:6][C:7]([C:8](=[O:9])[O:10][CH2:11][CH3:12])([F:13])[F:14].[Cl:1][Si:2]([CH3:3])([CH3:4])[CH3:5].[O:35]1[CH2:36][CH2:37][CH2:38][CH2:39]1.[Zn:40].[n:15]1([CH2:24][NH:25][CH:26]2[CH:27]([c:29]3[cH:30][cH:31][cH:32][cH:33][cH:34]3)[CH2:28]2)[c:16]2[cH:17][cH:18][cH:19][cH:20][c:21]2[n:22][n:23]1>>[C:7]([C:8](=[O:9])[O:10][CH2:11][CH3:12])([F:13])([F:14])[CH2:24][NH:25][CH:26]1[CH:27]([c:29]2[cH:30][cH:31][cH:32][cH:33][cH:34]2)[CH2:28]1. Starting materials: CN1C(NC(C=2NC=NC12)=O)=O (3-Methylxanthine), C([O-])([O-])=O.[K+].[K+] (potassium carbonate), C(C1=CC=CC=C1)Br (benzyl bromide). Solvent: CN(C=O)C (N,N-dimethylformamide), C(C)(=O)OCC (ethyl acetate). Run at time 8 hour. The product is C(C1=CC=CC=C1)N1C=NC=2N(C(NC(C12)=O)=O)C (7-Benzyl-3-methyl-3,7-dihydropurine-2,6-dione). Reaction SMILES: [CH3:1][N:2]1[C:10]2[N:9]=[CH:8][NH:7][C:6]=2[C:5](=[O:11])[NH:4][C:3]1=[O:12].C(=O)([O-])[O-].[K+].[K+].[CH2:19](Br)[C:20]1[CH:25]=[CH:24][CH:23]=[CH:22][CH:21]=1>CN(C)C=O.C(OCC)(=O)C>[CH2:19]([N:7]1[C:6]2[C:5](=[O:11])[NH:4][C:3](=[O:12])[N:2]([CH3:1])[C:10]=2[N:9]=[CH:8]1)[C:20]1[CH:25]=[CH:24][CH:23]=[CH:22][CH:21]=1 |f:1.2.3|. Procedure: 3-Methylxanthine (2.882 g) was suspended in N,N-dimethylformamide (40 ml), and potassium carbonate (3 g) and benzyl bromide (2.5 ml) was added thereto. The reaction mixture was stirred at room temperature overnight, diluted with ethyl acetate, and washed with 1 N hydrochloric acid. The deposited crystals were collected by filtration and washed with ethyl acetate to give 3.18 g of the title compound.